Dataset: the Open Reaction Database (ORD), a public repository of structured organic reaction records. Task: describe an organic reaction: reactants, conditions, products, and yield The reactants are O=C(Cl)c1cccnc1, O=C([O-])O, Cl, CC1(C)OCc2cc(C3CN(CCCCCCOCCOCc4cccc(NC(=O)Nc5cccc(N)c5)c4)C(=O)O3)ccc2O1, [Na+], c1ccncc1. Product: CC1(C)OCc2cc(C3CN(CCCCCCOCCOCc4cccc(NC(=O)Nc5cccc(NC(=O)c6cccnc6)c5)c4)C(=O)O3)ccc2O1. Reaction SMILES: [C:48]([c:49]1[cH:50][n:51][cH:52][cH:53][cH:54]1)(=[O:55])[Cl:56].[C:57](=[O:58])([OH:59])[O-:60].[ClH:47].[NH2:1][c:2]1[cH:3][c:4]([NH:8][C:9](=[O:10])[NH:11][c:12]2[cH:13][c:14]([CH2:18][O:19][CH2:20][CH2:21][O:22][CH2:23][CH2:24][CH2:25][CH2:26][CH2:27][CH2:28][N:29]3[C:30](=[O:46])[O:31][CH:32]([c:34]4[cH:35][c:36]5[c:37]([cH:44][cH:45]4)[O:38][C:39]([CH3:42])([CH3:43])[O:40][CH2:41]5)[CH2:33]3)[cH:15][cH:16][cH:17]2)[cH:5][cH:6][cH:7]1.[Na+:61].[cH:62]1[cH:63][cH:64][n:65][cH:66][cH:67]1>>[NH:1]([c:2]1[cH:3][c:4]([NH:8][C:9](=[O:10])[NH:11][c:12]2[cH:13][c:14]([CH2:18][O:19][CH2:20][CH2:21][O:22][CH2:23][CH2:24][CH2:25][CH2:26][CH2:27][CH2:28][N:29]3[C:30](=[O:46])[O:31][CH:32]([c:34]4[cH:35][c:36]5[c:37]([cH:44][cH:45]4)[O:38][C:39]([CH3:42])([CH3:43])[O:40][CH2:41]5)[CH2:33]3)[cH:15][cH:16][cH:17]2)[cH:5][cH:6][cH:7]1)[C:48]([c:49]1[cH:50][n:51][cH:52][cH:53][cH:54]1)=[O:55]. RXN SMILES: [C:20](=[O:21])([O-:22])[O-:23].[CH3:26][C:27]#[N:28].[Cl:12][CH2:13][c:14]1[cH:15][cH:16][cH:17][cH:18][cH:19]1.[K+:24].[K+:25].[OH:1][c:2]1[cH:3][c:4]([CH3:11])[c:5]([CH2:9][OH:10])[cH:6][c:7]1[CH3:8]>>[O:1]([c:2]1[cH:3][c:4]([CH3:11])[c:5]([CH2:9][OH:10])[cH:6][c:7]1[CH3:8])[CH2:13][c:14]1[cH:15][cH:16][cH:17][cH:18][cH:19]1. The reactants are O=C([O-])[O-], CC#N, ClCc1ccccc1, [K+], [K+], Cc1cc(CO)c(C)cc1O. Product: Cc1cc(OCc2ccccc2)c(C)cc1CO. The reactants are O1C(C1)C=1C=CC=2C3=C(C(NC2C1)=O)CCC3 (7-oxiranyl-1,2,3,5-tetrahydrocyclopenta[c]-quinolin-4-one), [Mg] (magnesium), C(C)(=O)O (acetic acid), [Mg] (magnesium), Cl (hydrochloric acid). Solvent: CO (methanol). Reaction conditions: time 4 hour. The product is OCCC=1C=CC=2C3C(C(NC2C1)=O)CCC3 (7-(2-Hydroxyethyl)-1,2,3,3a,5,9b-hexahydrocyclopenta[c]quinolin-4-one). Isolated yield 64.9%. Reaction SMILES: [O:1]1[CH2:3][CH:2]1[C:4]1[CH:5]=[CH:6][C:7]2[C:8]3[CH2:17][CH2:16][CH2:15][C:9]=3[C:10](=[O:14])[NH:11][C:12]=2[CH:13]=1.[Mg].C(O)(=O)C.Cl>CO>[OH:1][CH2:3][CH2:2][C:4]1[CH:5]=[CH:6][C:7]2[CH:8]3[CH2:17][CH2:16][CH2:15][CH:9]3[C:10](=[O:14])[NH:11][C:12]=2[CH:13]=1. Reported procedure: A solution of 0.59 g (2.6 mmol) of 7-oxiranyl-1,2,3,5-tetrahydrocyclopenta[c]-quinolin-4-one in 100 ml of methanol is mixed with 1.26 g (52.0 mmol) of magnesium and 0.06 ml of acetic acid. The batch is stirred for 4 hours at room temperature and mixed with another 0.63 g (26.0 mmol) of magnesium. After 15 hours at room temperature, the reaction mixture is acidified with 200 ml of 10% hydrochloric acid and extracted with ethyl acetate (3×200 ml). The combined extracts are dried (Na2SO4) and conce... The reactants are NC=1SC(=CC1C(=O)N)C1=C(C=C(C=C1F)C(C)(C)O)F (2-amino-5-[2,6-difluoro-4-(1-hydroxy-1-methylethyl)phenyl]thiophene-3-carboxamide), ClC1=NC(=NC=C1)CN1C(OCC1)=O (3-[(4-chloropyrimidin-2-yl)methyl]-1,3-oxazolidin-2-one), BrC1=NC(=NC=C1)CN1C(OCC1)=O (3-[(4-bromopyrimidin-2-yl)methyl]-1,3-oxazolidin-2-one). Yields the product FC1=C(C(=CC(=C1)C(C)(C)O)F)C1=CC(=C(S1)NC1=NC(=NC=C1)CN1C(OCC1)=O)C(=O)N (5-[2,6-Difluoro-4-(1-hydroxy-1-methylethyl)phenyl]-2-({2-[(2-oxo-1,3-oxazolidin-3-yl)methyl]pyrimidin-4-yl}amino)thiophene-3-carboxamide). RXN SMILES: [NH2:1][C:2]1[S:3][C:4]([C:10]2[C:15]([F:16])=[CH:14][C:13]([C:17]([OH:20])([CH3:19])[CH3:18])=[CH:12][C:11]=2[F:21])=[CH:5][C:6]=1[C:7]([NH2:9])=[O:8].Cl[C:23]1[CH:28]=[CH:27][N:26]=[C:25]([CH2:29][N:30]2[CH2:34][CH2:33][O:32][C:31]2=[O:35])[N:24]=1.BrC1C=CN=C(CN2CCOC2=O)N=1>>[F:16][C:15]1[CH:14]=[C:13]([C:17]([OH:20])([CH3:18])[CH3:19])[CH:12]=[C:11]([F:21])[C:10]=1[C:4]1[S:3][C:2]([NH:1][C:27]2[CH:28]=[CH:23][N:24]=[C:25]([CH2:29][N:30]3[CH2:34][CH2:33][O:32][C:31]3=[O:35])[N:26]=2)=[C:6]([C:7]([NH2:9])=[O:8])[CH:5]=1. Procedure: The title compound was prepared according to Example 1 using 2-amino-5-[2,6-difluoro-4-(1-hydroxy-1-methylethyl)phenyl]thiophene-3-carboxamide (85 mg, 0.27 mmol) and the mixture of 3-[(4-chloropyrimidin-2-yl)methyl]-1,3-oxazolidin-2-one (21.5 mg, 0.10 mmol) and 3-[(4-bromopyrimidin-2-yl)methyl]-1,3-oxazolidin-2-one (44.2 mg, 0.17 mmol) as the starting materials. Starting materials: COc1ccc2nc(CCl)sc2n1, c1cnc(N2CCNCC2)nc1. Product: COc1ccc2nc(CN3CCN(c4ncccn4)CC3)sc2n1. RXN SMILES: [Cl:1][CH2:2][c:3]1[s:4][c:5]2[n:6][c:7]([O:12][CH3:13])[cH:8][cH:9][c:10]2[n:11]1.[N:14]1([c:20]2[n:21][cH:22][cH:23][cH:24][n:25]2)[CH2:15][CH2:16][NH:17][CH2:18][CH2:19]1>>[CH2:2]([c:3]1[s:4][c:5]2[n:6][c:7]([O:12][CH3:13])[cH:8][cH:9][c:10]2[n:11]1)[N:17]1[CH2:16][CH2:15][N:14]([c:20]2[n:21][cH:22][cH:23][cH:24][n:25]2)[CH2:19][CH2:18]1.